Dataset: the Open Reaction Database (ORD), a public repository of structured organic reaction records. Task: describe an organic reaction: reactants, conditions, products, and yield The reactants are ClC1=C(C=C2CCNC(C2=C1)=O)OC (7-Chloro-6-methoxy-3,4-dihydroisoquinolin-1(2H)-one), C1(CC1)C1=C(C=NC=C1)I (4-cyclopropyl-3-iodopyridine), trans-N,N′-dimethyl-cyclohexyl-1,2-diamine, P(=O)([O-])([O-])[O-].[K+].[K+].[K+] (potassium phosphate). Reagents/catalysts: [Cu](I)I (copper iodide). Solvent: O1CCOCC1 (1,4-dioxane). The product is ClC1=C(C=C2CCN(C(C2=C1)=O)C=1C=NC=CC1C1CC1)OC (7-chloro-2-(4-cyclopropylpyridin-3-yl)-6-methoxy-3,4-dihydroisoquinolin-1(2H)-one). Yield: 22.5%. Reaction SMILES: [Cl:1][C:2]1[CH:11]=[C:10]2[C:5]([CH2:6][CH2:7][NH:8][C:9]2=[O:12])=[CH:4][C:3]=1[O:13][CH3:14].[CH:15]1([C:18]2[CH:23]=[CH:22][N:21]=[CH:20][C:19]=2I)[CH2:17][CH2:16]1.P([O-])([O-])([O-])=O.[K+].[K+].[K+]>[Cu](I)I.O1CCOCC1>[Cl:1][C:2]1[CH:11]=[C:10]2[C:5]([CH2:6][CH2:7][N:8]([C:19]3[CH:20]=[N:21][CH:22]=[CH:23][C:18]=3[CH:15]3[CH2:17][CH2:16]3)[C:9]2=[O:12])=[CH:4][C:3]=1[O:13][CH3:14] |f:2.3.4.5|. Procedure details: 7-Chloro-6-methoxy-3,4-dihydroisoquinolin-1(2H)-one 100 mg, 0.473 mmol) was reacted with 4-cyclopropyl-3-iodopyridine (I-73c: 127.6 mg, 0.521 mmol), 1,4-dioxane (5 mL), copper iodide (9.3 mg, 0.047 mmol), trans-N,N′-dimethyl-cyclohexyl-1,2-diamine (6.7 mg, 0.047 mmol) and potassium phosphate (301.6 mg, 1.421 mmol) for 12 hours at 120° C. to afford the crude product. Purification by column chromatography on silica gel (2% methanol in CHCl3), followed by preparative HPLC afford 35 mg of the produc... Reactants: COC(=O)C1=CC=C(C=2OC(=CC21)C=O)OC2CCCC2 (Methyl-2-formyl-7-cyclopentyloxybenzo[b]furan-4-carboxylate), C(CC(=O)O)(=O)O (malonic acid), N1CCCCC1 (Piperidine), Cl (HCl). The solvent is C1(=CC=CC=C1)C (toluene). Product: C1(CCCC1)OC1=CC=C(C2=C1OC(=C2)\C=C/C(=O)O)C(=O)OC ((Z)-3-(7-cyclopentyloxy-4-methyloxycarbonylbenzo[b]furan-2-yl)-2-propenoic acid). Yield: 66.3%. As a reaction SMILES: [CH3:1][O:2][C:3]([C:5]1[C:13]2[CH:12]=[C:11](C=O)[O:10][C:9]=2[C:8]([O:16][CH:17]2[CH2:21][CH2:20][CH2:19][CH2:18]2)=[CH:7][CH:6]=1)=[O:4].[C:22](O)(=O)[CH2:23][C:24]([OH:26])=[O:25].N1CCCCC1.Cl>C1(C)C=CC=CC=1>[CH:17]1([O:16][C:8]2[C:9]3[O:10][C:11](/[CH:22]=[CH:23]\[C:24]([OH:26])=[O:25])=[CH:12][C:13]=3[C:5]([C:3]([O:2][CH3:1])=[O:4])=[CH:6][CH:7]=2)[CH2:18][CH2:19][CH2:20][CH2:21]1. Procedure: To a well stirred solution of Methyl-2-formyl-7-cyclopentyloxybenzo[b]furan-4-carboxylate (21.0 g, 0.0868 moles) in toluene (250.0 mL) was added malonic acid (13.5 g, 0.1302 moles) and Piperidine (5.0 ml). The reaction mixture was then refluxed for 3-4 hours. Reaction mixture was cooled to room temperature, acidified with 10% aqueous HCl solution and extracted with ethyl acetate (2×250 mL). The combined organic layers were washed with water (2×100 mL) and dried over anhydrous sodium sulfate. Rem... As a reaction SMILES: [C:36](=[O:37])([O-:38])[OH:39].[CH3:41][CH2:42][O:43][C:44](=[O:45])[CH3:46].[CH:27]1([C:33](=[O:34])[Cl:35])[CH2:28][CH2:29][CH2:30][CH2:31][CH2:32]1.[ClH:1].[Na+:40].[OH2:47].[OH:2][CH:3]([CH:4]([CH2:5][c:6]1[cH:7][cH:8][c:9]([C:12]([F:13])([F:14])[F:15])[cH:10][cH:11]1)[NH2:16])[c:17]1[cH:18][cH:19][cH:20][c:21]2[cH:22][cH:23][cH:24][cH:25][c:26]12>>[OH:2][CH:3]([CH:4]([CH2:5][c:6]1[cH:7][cH:8][c:9]([C:12]([F:13])([F:14])[F:15])[cH:10][cH:11]1)[NH:16][C:33]([CH:27]1[CH2:28][CH2:29][CH2:30][CH2:31][CH2:32]1)=[O:34])[c:17]1[cH:18][cH:19][cH:20][c:21]2[cH:22][cH:23][cH:24][cH:25][c:26]12. Reactants: O=C([O-])O, CCOC(C)=O, O=C(Cl)C1CCCCC1, Cl, [Na+], O, NC(Cc1ccc(C(F)(F)F)cc1)C(O)c1cccc2ccccc12. Yields the product O=C(NC(Cc1ccc(C(F)(F)F)cc1)C(O)c1cccc2ccccc12)C1CCCCC1. Procedure: Prepare by the method of Example 1.6 using 1-(3,4,5-trimethoxybenzyl)-3-(3-fluorophenylmethyl)-3-(2-methanesulfonyloxyethyl)-2-oxopyrrolidine and (1-(2-ethoxyethyl)-1H-benzimidazol-2-yl)(piperidin-4-yl)amine to give the title compound. Product: COC=1C=C(CN2C(C(CC2)(CC2=CC(=CC=C2)F)CCN2CCC(CC2)NC2=NC3=C(N2CCOCC)C=CC=C3)=O)C=C(C1OC)OC (1-(3,4,5-trimethoxybenzyl)-3-(2-(4-(1-(2-ethoxyethyl)-1H-benzimidazol-2-yl-amino)piperidin-1-yl)ethyl)-3-(3-fluorophenylmethyl)-2-oxopyrrolidine). The reactants are COC=1C=C(CN2C(C(CC2)(CCOS(=O)(=O)C)CC2=CC(=CC=C2)F)=O)C=C(C1OC)OC (1-(3,4,5-trimethoxybenzyl)-3-(3-fluorophenylmethyl)-3-(2-methanesulfonyloxyethyl)-2-oxopyrrolidine), C(C)OCCN1C(=NC2=C1C=CC=C2)NC2CCNCC2 ((1-(2-ethoxyethyl)-1H-benzimidazol-2-yl)(piperidin-4-yl)amine). RXN SMILES: [CH3:1][O:2][C:3]1[CH:4]=[C:5]([CH:28]=[C:29]([O:33][CH3:34])[C:30]=1[O:31][CH3:32])[CH2:6][N:7]1[CH2:11][CH2:10][C:9]([CH2:19][C:20]2[CH:25]=[CH:24][CH:23]=[C:22]([F:26])[CH:21]=2)([CH2:12][CH2:13]OS(C)(=O)=O)[C:8]1=[O:27].[CH2:35]([O:37][CH2:38][CH2:39][N:40]1[C:44]2[CH:45]=[CH:46][CH:47]=[CH:48][C:43]=2[N:42]=[C:41]1[NH:49][CH:50]1[CH2:55][CH2:54][NH:53][CH2:52][CH2:51]1)[CH3:36]>>[CH3:1][O:2][C:3]1[CH:4]=[C:5]([CH:28]=[C:29]([O:33][CH3:34])[C:30]=1[O:31][CH3:32])[CH2:6][N:7]1[CH2:11][CH2:10][C:9]([CH2:12][CH2:13][N:53]2[CH2:52][CH2:51][CH:50]([NH:49][C:41]3[N:40]([CH2:39][CH2:38][O:37][CH2:35][CH3:36])[C:44]4[CH:45]=[CH:46][CH:47]=[CH:48][C:43]=4[N:42]=3)[CH2:55][CH2:54]2)([CH2:19][C:20]2[CH:25]=[CH:24][CH:23]=[C:22]([F:26])[CH:21]=2)[C:8]1=[O:27].